This data is from the Open Reaction Database (ORD), a public repository of structured organic reaction records. The task is: describe an organic reaction: reactants, conditions, products, and yield Reactants: C(C)(C)(C)OC(=O)N1CC(C1)C1=CC=C(C=C1)C1=NOC(C1)(C(F)(F)F)C1=CC(=CC(=C1)Cl)Cl (3-{4-[5-(3,5-Dichloro-phenyl)-5-trifluoromethyl-4,5-dihydro-isoxazol-3-yl]-phenyl}azetidine-1-carboxylic acid tert-butyl ester), Cl (HCl). Solvent: CO (MeOH). Reaction conditions: temperature 70 celsius. The product is Cl.N1CC(C1)C1=CC=C(C=C1)C1=NOC(C1)(C(F)(F)F)C1=CC(=CC(=C1)Cl)Cl (3-(4-Azetidin-3-yl-phenyl)-5-(3,5-dichloro-phenyl)-5-trifluoromethyl-4,5-dihydro-isoxazole hydrochloride salt). RXN SMILES: C(OC([N:8]1[CH2:11][CH:10]([C:12]2[CH:17]=[CH:16][C:15]([C:18]3[CH2:22][C:21]([C:27]4[CH:32]=[C:31]([Cl:33])[CH:30]=[C:29]([Cl:34])[CH:28]=4)([C:23]([F:26])([F:25])[F:24])[O:20][N:19]=3)=[CH:14][CH:13]=2)[CH2:9]1)=O)(C)(C)C.Cl>CO>[ClH:33].[NH:8]1[CH2:11][CH:10]([C:12]2[CH:17]=[CH:16][C:15]([C:18]3[CH2:22][C:21]([C:27]4[CH:28]=[C:29]([Cl:34])[CH:30]=[C:31]([Cl:33])[CH:32]=4)([C:23]([F:24])([F:25])[F:26])[O:20][N:19]=3)=[CH:14][CH:13]=2)[CH2:9]1 |f:3.4|. Reported procedure: To a stirred solution of 3-{4-[5-(3,5-Dichloro-phenyl)-5-trifluoromethyl-4,5-dihydro-isoxazol-3-yl]-phenyl}azetidine-1-carboxylic acid tert-butyl ester (Preparation 40, 1 g, 1.94 mmol, 1 eq) in MeOH (10 mL) was purged HCl (g) at 0° C. for 0.5 hours and then reaction mixture was refluxed at 70° C. for 0.5 hours. Progress of reaction was monitored by TLC, after complete consumption of starting material reaction mixture was evaporated under reduced pressure to dryness to give 1.15 g (crude) Which w... Reactants: N1C(CCCC1)C(=O)O (piperidine-2-carboxylic acid), solution, C(O)([O-])=O.[Na+] (sodium hydrogen carbonate), COC=1C=C(C=CC1OC)CC(=O)Cl (3,4-dimethoxyphenyl acetyl chloride). The solvent is C(C)#N (acetonitrile). Product: COC=1C=C(C=CC1OC)CC(=O)N1C(CCCC1)C(=O)OC (Methyl N-(3,4-dimethoxyphenylacetyl)piperidine-2-carboxylate). Yield: 32.0%. As a reaction SMILES: [NH:1]1[CH2:6][CH2:5][CH2:4][CH2:3][CH:2]1[C:7]([OH:9])=[O:8].[C:10](=O)([O-])O.[Na+].[CH3:15][O:16][C:17]1[CH:18]=[C:19]([CH2:25][C:26](Cl)=[O:27])[CH:20]=[CH:21][C:22]=1[O:23][CH3:24]>C(#N)C>[CH3:15][O:16][C:17]1[CH:18]=[C:19]([CH2:25][C:26]([N:1]2[CH2:6][CH2:5][CH2:4][CH2:3][CH:2]2[C:7]([O:9][CH3:10])=[O:8])=[O:27])[CH:20]=[CH:21][C:22]=1[O:23][CH3:24] |f:1.2|. Procedure details: 5.00 g of piperidine-2-carboxylic acid was dissolved into an aqueous 80 ml solution of saturated sodium hydrogen carbonate and stirred at a room temperature. 20 ml of an acetonitrile solution of 9-2 g of 3,4-dimethoxyphenyl acetyl chloride was dropped and stirred for 30 min. After washing the aqueous layer with ethyl acetate, the aqueous layer was adjusted to about pH 2 with concentrated hydrochloric acid and extracted with chloroform. Chloroform was distilled off and the resultant residue was r... The yield is 45.0%. As a reaction SMILES: [N:1]1[CH:6]=[CH:5][C:4]([CH2:7][CH:8]2[C:20]3[CH:19]=[CH:18][CH:17]=[CH:16][C:15]=3[C:14]3[C:9]2=[CH:10][CH:11]=[CH:12][CH:13]=3)=[CH:3][CH:2]=1.Br[CH2:22][C:23]([NH2:25])=[O:24]>>[OH2:24].[N:1]1[CH:2]=[CH:3][C:4]([CH2:7][C:8]2([CH2:22][C:23]([NH2:25])=[O:24])[C:9]3[CH:10]=[CH:11][CH:12]=[CH:13][C:14]=3[C:15]3[C:20]2=[CH:19][CH:18]=[CH:17][CH:16]=3)=[CH:5][CH:6]=1.[N:1]1[CH:2]=[CH:3][C:4]([CH2:7][C:8]2([CH2:22][C:23]([NH2:25])=[O:24])[C:9]3[CH:10]=[CH:11][CH:12]=[CH:13][C:14]=3[C:15]3[C:20]2=[CH:19][CH:18]=[CH:17][CH:16]=3)=[CH:5][CH:6]=1 |f:2.3.4|. Starting materials: N1=CC=C(C=C1)CC1C2=CC=CC=C2C=2C=CC=CC12 (9-(4-pyridinylmethyl)-9H-fluorene), BrCC(=O)N (α-bromoacetamide). Procedure details: By substituting 9-(4-pyridinylmethyl)-9H-fluorene and α-bromoacetamide in Ex. 1, the desired product was isolated in 45% yield; mp 156°-158° C. The product is O.N1=CC=C(C=C1)CC1(C2=CC=CC=C2C=2C=CC=CC12)CC(=O)N.N1=CC=C(C=C1)CC1(C2=CC=CC=C2C=2C=CC=CC12)CC(=O)N (9-(4-Pyridinylmethyl)-9H-fluoren-9-acetamide Hemihydrate). Starting materials: COC1=CC=C(CNCCNC(=O)C=2SC=CC2NC2=C3C(=NC=C2)NC=C3)C=C1 (3-(1H-Pyrrolo[2,3-b]pyridin-4-ylamino)-thiophene-2-carboxylic acid [2-(4-methoxy-benzylamino)-ethyl]amide), N1C(=CC=C1)C=O (pyrrol-2-carboxaldehyde). Yields the product N1C(=CC=C1)CNCCNC(=O)C=1SC=CC1NC1=C2C(=NC=C1)NC=C2 (3-(1H-Pyrrolo[2,3-b]pyridin-4-ylamino)-thiophene-2-carboxylic acid {2-[(1H-pyrrol-2-ylmethyl)-amino]-ethyl}-amide). Reaction SMILES: CO[C:3]1[CH:30]=[CH:29][C:6]([CH2:7][NH:8][CH2:9][CH2:10][NH:11][C:12]([C:14]2[S:15][CH:16]=[CH:17][C:18]=2[NH:19][C:20]2[CH:25]=[CH:24][N:23]=[C:22]3[NH:26][CH:27]=[CH:28][C:21]=23)=[O:13])=CC=1.[NH:31]1C=CC=C1C=O>>[NH:31]1[CH:3]=[CH:30][CH:29]=[C:6]1[CH2:7][NH:8][CH2:9][CH2:10][NH:11][C:12]([C:14]1[S:15][CH:16]=[CH:17][C:18]=1[NH:19][C:20]1[CH:25]=[CH:24][N:23]=[C:22]2[NH:26][CH:27]=[CH:28][C:21]=12)=[O:13]. Procedure details: This compound was prepared in an analogous manner as 3-(1H-Pyrrolo[2,3-b]pyridin-4-ylamino)-thiophene-2-carboxylic acid [2-(4-methoxy-benzylamino)-ethyl]amide using pyrrol-2-carboxaldehyde instead of 4-methoxy benzaldehyde. LCMS (ESI) 379 (M+H) 1H NMR (400 MHz, DMSO-d6) δ ppm 11.52 (1H, br. s.) 10.54 (1H, br. s.) 10.31 (1H, s) 8.00-8.07 (2H, m) 7.77 (1H, d, J=5.42 Hz) 7.47 (1H, d, J=5.47 Hz) 7.31 (1H, dd, J=3.22, 2.59 Hz) 6.81 (1H, d, J=5.42 Hz) 6.57-6.62 (1H, m) 6.43 (1H, dd, J=3.44, 1.88 Hz) 5... The reactants are [N+](=O)([O-])C1=C(C(=C(C(=C1N)[N+](=O)[O-])[N+](=O)[O-])[N+](=O)[O-])[N+](=O)[O-] (pentanitroaniline), N (NH3). The solvent is C1=CC=CC=C1 (benzene), C(Cl)Cl (methylene chloride). The product is C1(=C(C(=C(C(=C1[N+](=O)[O-])N)[N+](=O)[O-])N)[N+](=O)[O-])N (TATB). As a reaction SMILES: [N+:1]([C:4]1[C:9]([NH2:10])=[C:8]([N+:11]([O-:13])=[O:12])[C:7]([N+:14]([O-])=O)=[C:6]([N+:17]([O-:19])=[O:18])[C:5]=1[N+:20]([O-])=O)([O-:3])=[O:2].N>C1C=CC=CC=1.C(Cl)Cl>[C:9]1([NH2:10])[C:8]([N+:11]([O-:13])=[O:12])=[C:7]([NH2:14])[C:6]([N+:17]([O-:19])=[O:18])=[C:5]([NH2:20])[C:4]=1[N+:1]([O-:3])=[O:2]. Procedure: According to this invention, the 4-nitro group or trinitrotoluene (TNT) is selectively reduced by H2S in p-dioxane to produce 4-amino-2,6-dinitrotoluene. This latter compound is then nitrated with HNO3 in H2SO4 to produce pentanitroaniline. Finally the pentanitroaniline is reacted with NH3 in benzene, methylene chloride or another suitable solvent to produce a quantitative yield of TATB. The method of this invention is easily carried out and all reactants are inexpensive. Reactants: [Li]C(C)(C)C (tert-BuLi), CC(=O)C (acetone), CeCl3, O1CCCC1 (tetrahydrofuran), Cl (hydrochloric acid), C([O-])([O-])=O.[Na+].[Na+] (sodium carbonate), C(N)([O-])=O.[Li+] (lithium carbamate), C(N)([O-])=O.[Li+] (lithium carbamate), O1CCCC1 (tetrahydrofuran), CC1(C(C(CC1)=O)(C)C)C (tetramethylcyclopentanone). Solvent: C(C)OCC (diethylether). Run at temperature -20 celsius, time 30 minute. The product is CC1=C(C(C(=C1C)C)C)C=1C=CC=C2CCCNC12 (8-(2,3,4,5-tetramethyl-1,3-cyclopentadienyl)-1,2,3,4-tetrahydroquinoline). Reaction SMILES: [C:1](=O)([O-])[NH2:2].[Li+].O1[CH2:10][CH2:9][CH2:8][CH2:7]1.[Li][C:12](C)(C)[CH3:13].C[C:17]1([CH3:25])[CH2:21][CH2:20][C:19](=O)[C:18]1([CH3:24])C.Cl.[C:27](=O)([O-])[O-].[Na+].[Na+].[CH3:33][C:34]([CH3:36])=O>C(OCC)C>[CH3:7][C:8]1[C:12]([CH3:13])=[C:33]([CH3:27])[CH:34]([CH3:36])[C:9]=1[C:10]1[CH:25]=[CH:17][CH:21]=[C:20]2[C:1]=1[NH:2][CH2:24][CH2:18][CH2:19]2 |f:0.1,6.7.8|. Reported procedure: The resulting lithium carbamate compound (Compound 2a) (8.47 g, 42.60 mmol) was put into a Schlenk flask. Thereafter, tetrahydrofuran (4.6 g, 63.9 mmol) and diethylether (45 mL) were added thereto in this order. The Schlenk flask was immersed in an acetone/small amount of dry ice cooling bath at −20° C., and shaken for 30 minutes, and then tert-BuLi (25.1 mL, 1.7 M, 42.60 mmol) was added thereto. At that time, the reaction mixture turned red. While maintaining the temperature at −20° C., the rea... The reactants are K2B4O7.4H2O, [BH3-]C#N.[Na+] (NaCNBH3), [BH3-]C#N.[Na+] (NaCNBH3), NC1=NNC2=NC=NC(=C21)NC2=CC(=CC=C2)Cl (3-amino-4-(3-chlorophenylamino)-1 H-pyrazolo[3,4-d]pyrimidine), C1(=CC=C(C=C1)C=O)C1=CC=CC=C1 (biphenyl-4-carbaldehyde), C(C)(=O)O (acetic acid). Run in CN1CCN(C1=O)C.CO (DMEU methanol). Run at temperature 50 celsius. Product: ClC=1C=C(C=CC1)NC1=C2C(=NC=N1)NN=C2NCC2=CC=C(C=C2)C2=CC=CC=C2 (4-(3-chloro-phenylamino)-3-(4-phenyl-benzylamino)-1H-pyrazolo[3,4-d]pyrimidine). Reaction SMILES: [NH2:1][C:2]1[C:10]2[C:5](=[N:6][CH:7]=[N:8][C:9]=2[NH:11][C:12]2[CH:17]=[CH:16][CH:15]=[C:14]([Cl:18])[CH:13]=2)[NH:4][N:3]=1.[C:19]1([C:27]2[CH:32]=[CH:31][CH:30]=[CH:29][CH:28]=2)[CH:24]=[CH:23][C:22]([CH:25]=O)=[CH:21][CH:20]=1.C(O)(=O)C.[BH3-]C#N.[Na+]>CN1C(=O)N(C)CC1.CO>[Cl:18][C:14]1[CH:13]=[C:12]([NH:11][C:9]2[N:8]=[CH:7][N:6]=[C:5]3[NH:4][N:3]=[C:2]([NH:1][CH2:25][C:22]4[CH:23]=[CH:24][C:19]([C:27]5[CH:28]=[CH:29][CH:30]=[CH:31][CH:32]=5)=[CH:20][CH:21]=4)[C:10]=23)[CH:17]=[CH:16][CH:15]=1 |f:3.4,5.6|. Reported procedure: Under a nitrogen atmosphere, 261 mg (1.00 mmol) of 3-amino-4-(3-chlorophenylamino)-1 H-pyrazolo[3,4-d]pyrimidine (see Step 1.6), 273 mg (1.5 mmol) of biphenyl-4-carbaldehyde and 180 mg of acetic acid are stirred in 39 ml of DMEU/methanol (1:2) at RT for 1 hour. 440 mg (7 mmol) of NaCNBH3 are then added and the reaction mixture is heated to 50° C. After 15 hours a further 440 mg of NaCNBH3 are added and the reaction mixture is stirred at boiling temperature for 15 hours, then poured into 0.6 lite... The reactants are OC(C(=O)N)C (2-hydroxypropionamide), C(C1=CC=CC=C1)(=O)Cl (benzoyl chloride), C(O)([O-])=O.[Na+] (sodium hydrogen carbonate). Run in N1=CC=CC=C1 (pyridine). Run at time 3 hour. The product is C(C1=CC=CC=C1)(=O)OC(C(=O)N)C (2-amino-1-methyl-2-oxoethyl benzoate). Isolated yield 76.6%. As a reaction SMILES: [OH:1][CH:2]([CH3:6])[C:3]([NH2:5])=[O:4].[C:7](Cl)(=[O:14])[C:8]1[CH:13]=[CH:12][CH:11]=[CH:10][CH:9]=1.C(=O)([O-])O.[Na+]>N1C=CC=CC=1>[C:7]([O:1][CH:2]([CH3:6])[C:3]([NH2:5])=[O:4])(=[O:14])[C:8]1[CH:13]=[CH:12][CH:11]=[CH:10][CH:9]=1 |f:2.3|. Procedure: To a solution of 2-hydroxypropionamide (10.8 g, 121 mmol) in pyridine (40 mL) was added benzoyl chloride (14.2 mL, 122 mmol) at 0° C. and the reaction mixture was allowed to warm up to room temperature. The resulting mixture was stirred at room temperature for 3 hours and the solvent was removed under reduced pressure to give a residue. To the residue an aqueous sodium hydrogen carbonate solution was added and the mixture was extracted with ethyl acetate. The extracts were washed with an 1N hydr... Reactants: [BH4-], COc1cc(Br)ccc1C(CC#N)C(=O)N1C(=O)OCC1C(C)C, C1CCOC1, [K+], [Na+], [Na+], [Na+], O=S(=O)([O-])[O-], O, O=S(=O)([O-])O. The product is COc1cc(Br)ccc1C(CO)CC#N. Reaction SMILES: [BH4-:1].[Br:3][c:4]1[cH:5][c:6]([O:25][CH3:26])[c:7]([CH:10]([CH2:11][C:12]#[N:13])[C:14](=[O:15])[N:16]2[CH:17]([CH:18]([CH3:19])[CH3:20])[CH2:21][O:22][C:23]2=[O:24])[cH:8][cH:9]1.[CH2:41]1[O:42][CH2:43][CH2:44][CH2:45]1.[K+:32].[Na+:2].[Na+:33].[Na+:34].[O-:35][S:36]([O-:37])(=[O:38])=[O:39].[OH2:40].[S:27](=[O:28])(=[O:29])([OH:30])[O-:31]>>[Br:3][c:4]1[cH:5][c:6]([O:25][CH3:26])[c:7]([CH:10]([CH2:11][C:12]#[N:13])[CH2:14][OH:15])[cH:8][cH:9]1.